This data is from the Open Reaction Database (ORD), a public repository of structured organic reaction records. The task is: describe an organic reaction: reactants, conditions, products, and yield The reactants are Nc1ncnc2c1ncn2C1CC(OC(=O)c2ccccc2)C(COC(=O)c2ccccc2)O1, COc1ccc(C(Cl)(c2ccccc2)c2ccccc2)cc1, CO, c1ccncc1. Product: COc1ccc(C(Nc2ncnc3c2ncn3C2CC(OC(=O)c3ccccc3)C(COC(=O)c3ccccc3)O2)(c2ccccc2)c2ccccc2)cc1. RXN SMILES: [C:1]([c:2]1[cH:3][cH:4][cH:5][cH:6][cH:7]1)(=[O:8])[O:9][CH:10]1[CH2:11][CH:12]([n:25]2[c:26]3[n:27][cH:28][n:29][c:30]([NH2:34])[c:31]3[n:32][cH:33]2)[O:13][CH:14]1[CH2:15][O:16][C:17]([c:18]1[cH:19][cH:20][cH:21][cH:22][cH:23]1)=[O:24].[CH3:35][O:36][c:37]1[cH:38][cH:39][c:40]([C:41]([c:42]2[cH:43][cH:44][cH:45][cH:46][cH:47]2)([c:48]2[cH:49][cH:50][cH:51][cH:52][cH:53]2)[Cl:54])[cH:55][cH:56]1.[CH3:57][OH:58].[cH:59]1[cH:60][cH:61][n:62][cH:63][cH:64]1>>[C:1]([c:2]1[cH:3][cH:4][cH:5][cH:6][cH:7]1)(=[O:8])[O:9][CH:10]1[CH2:11][CH:12]([n:25]2[c:26]3[n:27][cH:28][n:29][c:30]([NH:34][C:41]([c:40]4[cH:39][cH:38][c:37]([O:36][CH3:35])[cH:56][cH:55]4)([c:42]4[cH:43][cH:44][cH:45][cH:46][cH:47]4)[c:48]4[cH:49][cH:50][cH:51][cH:52][cH:53]4)[c:31]3[n:32][cH:33]2)[O:13][CH:14]1[CH2:15][O:16][C:17]([c:18]1[cH:19][cH:20][cH:21][cH:22][cH:23]1)=[O:24]. Starting materials: C(C)OC(CC1=CSC2=C1C=CC(=C2)OCC=2C(=NC(=CC2)C)C)=O (ethyl(6-((2,6-dimethylpyridin-3-yl)methoxy)-1-benzothiophen-3-yl)acetate), Cl (HCl), [OH-].[Na+] (NaOH). The solvent is O (water), CO (MeOH), CCO (EtOH), C1CCOC1 (THF), CCO (EtOH). Conditions: time 2 hour. The product is CC1=NC(=CC=C1COC1=CC2=C(C(=CS2)CC(=O)O)C=C1)C ((6-((2,6-Dimethylpyridin-3-yl)methoxy)-1-benzothiophen-3-yl)acetic acid). Yield: 68.1%. RXN SMILES: C([O:3][C:4](=[O:25])[CH2:5][C:6]1[C:10]2[CH:11]=[CH:12][C:13]([O:15][CH2:16][C:17]3[C:18]([CH3:24])=[N:19][C:20]([CH3:23])=[CH:21][CH:22]=3)=[CH:14][C:9]=2[S:8][CH:7]=1)C.[OH-].[Na+].Cl>O.CO.CCO.C1COCC1>[CH3:24][C:18]1[C:17]([CH2:16][O:15][C:13]2[CH:12]=[CH:11][C:10]3[C:6]([CH2:5][C:4]([OH:25])=[O:3])=[CH:7][S:8][C:9]=3[CH:14]=2)=[CH:22][CH:21]=[C:20]([CH3:23])[N:19]=1 |f:1.2|. Reported procedure: To a mixture of ethyl(6-((2,6-dimethylpyridin-3-yl)methoxy)-1-benzothiophen-3-yl)acetate (7.73 g), EtOH (75 mL) and THF (dry) (75 mL) was added 1N NaOH (45 mL). The mixture was stirred at room temperature for 2 h. To the mixture were added EtOH (50 mL) and MeOH (75 mL). The mixture was neutralized with 1N HCl (45 mL), and then water (500 mL) was added dropwise to the mixture. The precipitate was collected by filtration and washed with water. The solid was recrystallized from acetone-hexane to gi...